This data is from the Open Reaction Database (ORD), a public repository of structured organic reaction records. The task is: describe an organic reaction: reactants, conditions, products, and yield Starting materials: CNC1=NC=CC(=N1)C=1C(=NC=CC1)OC1=CC=C(C=C1)NC(C(C1=CC=CC=C1)NC(OC(C)(C)C)=O)=O (Tert-butyl (rac)-2-(4-(3-(2-(methylamino)pyrimidin-4-yl)pyridin-2-yloxy)phenylamino)-2-oxo-1-phenylethylcarbamate), C(=O)(C(F)(F)F)O (TFA), C([O-])(O)=O.[Na+] (sodium bicarbonate). Conditions: time 16 hour. The product is NC(C(=O)NC1=CC=C(C=C1)OC1=NC=CC=C1C1=NC(=NC=C1)NC)C1=CC=CC=C1 ((rac)-2-amino-N-(4-(3-(2-(methylamino)pyrimidin-4-yl)pyridin-2-yloxy)phenyl)-2-phenylacetamide). RXN SMILES: [CH3:1][NH:2][C:3]1[N:8]=[C:7]([C:9]2[C:10]([O:15][C:16]3[CH:21]=[CH:20][C:19]([NH:22][C:23](=[O:39])[CH:24]([NH:31]C(=O)OC(C)(C)C)[C:25]4[CH:30]=[CH:29][CH:28]=[CH:27][CH:26]=4)=[CH:18][CH:17]=3)=[N:11][CH:12]=[CH:13][CH:14]=2)[CH:6]=[CH:5][N:4]=1.C(O)(C(F)(F)F)=O.C(=O)(O)[O-].[Na+]>>[NH2:31][CH:24]([C:25]1[CH:26]=[CH:27][CH:28]=[CH:29][CH:30]=1)[C:23]([NH:22][C:19]1[CH:20]=[CH:21][C:16]([O:15][C:10]2[C:9]([C:7]3[CH:6]=[CH:5][N:4]=[C:3]([NH:2][CH3:1])[N:8]=3)=[CH:14][CH:13]=[CH:12][N:11]=2)=[CH:17][CH:18]=1)=[O:39] |f:2.3|. Reported procedure: Tert-butyl (rac)-2-(4-(3-(2-(methylamino)pyrimidin-4-yl)pyridin-2-yloxy)phenylamino)-2-oxo-1-phenylethylcarbamate (0.040 g, 0.076 mmol) was treated with 1 mL TFA at ambient temperature. After 16 h, saturated aqueous sodium bicarbonate was added until pH=9, and the aqueous layer extracted once with ethyl acetate. The organic layer was dried over anhydrous sodium sulfate, filtered, and concentrated in vacuo to give (rac)-2-amino-N-(4-(3-(2-(methylamino)pyrimidin-4-yl)pyridin-2-yloxy)phenyl)-2-phen...